Dataset: the Open Reaction Database (ORD), a public repository of structured organic reaction records. Task: describe an organic reaction: reactants, conditions, products, and yield The reactants are C(C)(=O)OC(C)=O (Acetic anhydride), ClC1=CC2=C(N(C=N2)[C@H]2[C@@H]([C@H](O)[C@H](O2)CO)F)C=C1Cl (5,6-Dichloro-1-(2-deoxy-2-fluoro-β-D-ribofuranosyl)benzimidazole), N1=CC=CC=C1 (pyridine), CO (Methanol). Conditions: temperature 0 celsius, time 8 hour. The product is ClC1=CC2=C(N(C=N2)[C@H]2[C@@H]([C@](O)([C@H](O2)C(O)C(C)=O)C(C)=O)F)C=C1Cl (5,6-Dichloro-1-(2-deoxy-2-fluoro-3,5-diacetyl-β-D-ribofuranosyl)benzimidazole). Yield: 98.0%. Reaction SMILES: [Cl:1][C:2]1[C:19]([Cl:20])=[CH:18][C:5]2[N:6]([C@@H:9]3[O:14][C@H:13]([CH2:15][OH:16])[C@@H:11]([OH:12])[C@H:10]3[F:17])[CH:7]=[N:8][C:4]=2[CH:3]=1.[C:21](OC(=O)C)(=[O:23])[CH3:22].C[OH:29].N1[CH:35]=[CH:34]C=CC=1>>[Cl:1][C:2]1[C:19]([Cl:20])=[CH:18][C:5]2[N:6]([C@@H:9]3[O:14][C@H:13]([CH:15]([C:21](=[O:23])[CH3:22])[OH:16])[C@@:11]([C:34](=[O:29])[CH3:35])([OH:12])[C@H:10]3[F:17])[CH:7]=[N:8][C:4]=2[CH:3]=1. Procedure: Compound 15 (0.45 g, 1.4 mmol) was dissolved in pyridine (20 mL) and boiled to remove water. The solution was chilled to 0° C. in an ice bath. Acetic anhydride (260 μL, 2.9 mmol, 2 equiv.) was added and the reaction mixture was allowed to warm to room temperature while stirring overnight. Methanol (3 mL) was added and the solvents removed in vacuo. Residual pyridine was removed by coevaporation with toluene (3×). The residue was partitioned between water and the ethyl acetate. The ethyl acetate ... Reactants: CO (methanol), [Na] (Sodium), CC(=O)C (acetone), S(=O)(=O)(O)O.N(C(=N)N)CCCCCCNC(=N)N (1,6-bis(guanidino)hexane sulfate), ClC1=CC=C(C=C1)N=C=S (4-chlorophenyl isothiocyanate), [Na] (sodium). Run in C(C)(=O)O (acetic acid). Reaction conditions: time 2 hour. Yields the product C(C)(=O)O.C(C)(=O)O.ClC1=CC=C(C=C1)NC(=S)N(C(=N)N)CCCCCCN(C(=N)N)C(NC1=CC=C(C=C1)Cl)=S (1,6-Bis(p-chlorophenylthiocarbamylguanidino)hexane diacetate). As a reaction SMILES: [Na].S(O)(O)(=O)=[O:3].[NH:7]([CH2:11][CH2:12][CH2:13][CH2:14][CH2:15][CH2:16][NH:17][C:18]([NH2:20])=[NH:19])[C:8]([NH2:10])=[NH:9].[Cl:21][C:22]1[CH:27]=[CH:26][C:25]([N:28]=[C:29]=[S:30])=[CH:24][CH:23]=1.C[OH:32].[CH3:33][C:34]([CH3:36])=[O:35]>C(O)(=O)C>[C:34]([OH:32])(=[O:35])[CH3:36].[C:34]([OH:3])(=[O:35])[CH3:36].[Cl:21][C:22]1[CH:27]=[CH:26][C:25]([NH:28][C:29]([N:7]([CH2:11][CH2:12][CH2:13][CH2:14][CH2:15][CH2:16][N:17]([C:29](=[S:30])[NH:28][C:34]2[CH:36]=[CH:27][C:22]([Cl:21])=[CH:23][CH:33]=2)[C:18]([NH2:20])=[NH:19])[C:8]([NH2:10])=[NH:9])=[S:30])=[CH:24][CH:23]=1 |f:1.2,7.8.9,^1:0|. Procedure details: Sodium (0.05 g, 0.02 m) is dissolved in dry acetone and 3.0 grams (0.01 m) of 1,6-bis(guanidino)hexane sulfate is added. The resulting suspension is stirred for two hours at room temperature and thereafter 3.4 grams (0.02 m) of 4-chlorophenyl isothiocyanate is added. The mixture is heated at 60° for three hours, then stirred overnight at room temperature. Ten milliliters of methanol are added to decompose residual sodium. The solvent is distilled and the residue is washed by decantation with sev... Reactants: NC1=C(C=C(C=C1)OC)CO ((2-amino-5-methoxyphenyl)methanol), C(#N)COC=O (formic acid cyanomethyl ester), 4-N,N-(dimethylamino)pyridine, O1CCCC1 (tetrahydrofuran). Run at temperature 0 celsius. The product is C(=O)NC1=C(COC=O)C=C(C=C1)OC (Formic acid (2-formylamino-5-methoxybenzyl)ester). Reaction SMILES: [NH2:1][C:2]1[CH:7]=[CH:6][C:5]([O:8][CH3:9])=[CH:4][C:3]=1[CH2:10][OH:11].C([CH2:14][O:15]C=O)#N.[O:18]1CCC[CH2:19]1>>[CH:14]([NH:1][C:2]1[CH:7]=[CH:6][C:5]([O:8][CH3:9])=[CH:4][C:3]=1[CH2:10][O:11][CH:19]=[O:18])=[O:15]. Procedure details: A solution of 7.00 g of (2-amino-5-methoxyphenyl)methanol, 9.8 ml of formic acid cyanomethyl ester and 0.05 g of 4-N,N-(dimethylamino)pyridine in 30 ml of anhydrous tetrahydrofuran was heated for 5 hours under reflux. The solution was then concentrated by evaporation in vacuo and the residue was taken up in 100 ml of ethyl acetate. Crystals formed on cooling the solution to 0° C., which were suction filtered, washed with methanol, and dried in vacuo. 7.20 g (75% of theory) of the title compound ... Starting materials: CN(C)CCN, Cn1nc2c3c(c(Cl)ccc31)C(=O)c1cnccc1-2, O=C1c2ccncc2C(=O)c2c(F)ccc(F)c21. Product: CN(C)CCNc1ccc2c3c(nn2C)-c2ccncc2C(=O)c13. RXN SMILES: [CH3:38][N:39]([CH2:40][CH2:41][NH2:42])[CH3:43].[Cl:1][c:2]1[c:3]2[c:4]3[c:5]([n:6][n:7]([CH3:11])[c:8]3[cH:9][cH:10]1)-[c:12]1[cH:13][cH:14][n:15][cH:16][c:17]1[C:18]2=[O:19].[F:20][c:21]1[c:22]2[c:33]([c:34]([F:35])[cH:36][cH:37]1)[C:31](=[O:32])[c:30]1[c:25]([cH:26][cH:27][n:28][cH:29]1)[C:23]2=[O:24]>>[c:2]1([NH:42][CH2:41][CH2:40][N:39]([CH3:38])[CH3:43])[c:3]2[c:4]3[c:5]([n:6][n:7]([CH3:11])[c:8]3[cH:9][cH:10]1)-[c:12]1[cH:13][cH:14][n:15][cH:16][c:17]1[C:18]2=[O:19]. As a reaction SMILES: [CH3:1][CH:2]([N:11]([CH3:13])[CH3:12])[CH:3]([OH:10])[C:4]1[CH:9]=[CH:8][CH:7]=[CH:6][CH:5]=1.I(C1C=CC=CC=1C(O)=O)(=O)=O.FC(F)(F)C(O)=O>CS(C)=O.C([O-])(O)=O.[Na+]>[CH3:12][N:11]([CH3:13])[CH:2]([CH3:1])[C:3]([C:4]1[CH:9]=[CH:8][CH:7]=[CH:6][CH:5]=1)=[O:10] |f:4.5|. Procedure details: N-Methylephedrine (200 mg; 1.12 mmol) was added to a solution of o-iodoxybenzoic acid I (1.56 g, 5.59 mmol) and trifluoroacetic acid (0.13 ml) in DMSO (12 ml). After 8 hours the solution was diluted with NaHCO3 (2.5%, 30 ml) and extracted with ethyl acetate (3×10 ml). The combined organic layers were washed with water (2×5 ml), dried over sodium sulfate and evaporated to dryness under vacuum to give 180 mg (90%) of 2-dimethylamino-1-phenyl-propan-1-one identical to the sample obtained in Example... The product is CN(C(C(=O)C1=CC=CC=C1)C)C (2-dimethylamino-1-phenyl-propan-1-one). Isolated yield 90.7%. Run in CS(=O)C (DMSO), C(=O)(O)[O-].[Na+] (NaHCO3). Starting materials: CC(C(C1=CC=CC=C1)O)N(C)C (N-Methylephedrine), I(=O)(=O)C1=C(C(=O)O)C=CC=C1 (o-iodoxybenzoic acid), FC(C(=O)O)(F)F (trifluoroacetic acid). Starting materials: C(CCCCCCCCCCC)(=O)OC1C(C(NC(C1)C1=CC=CC=C1)C1=CC=CC=C1)C (2,6-diphenyl-3-methylpiperidin-4-yl laurate), CC1(OO1)C (dimethyldioxirane). Yields the product C(CCCCCCCCCCC)(=O)OC1C(C(N(C(C1)C1=CC=CC=C1)O)C1=CC=CC=C1)C (1-Hydroxy-2,6-diphenyl-3-methylpiperidin-4-yl Laurate). Isolated yield 99.4%. RXN SMILES: [C:1]([O:14][CH:15]1[CH2:20][CH:19]([C:21]2[CH:26]=[CH:25][CH:24]=[CH:23][CH:22]=2)[NH:18][CH:17]([C:27]2[CH:32]=[CH:31][CH:30]=[CH:29][CH:28]=2)[CH:16]1[CH3:33])(=[O:13])[CH2:2][CH2:3][CH2:4][CH2:5][CH2:6][CH2:7][CH2:8][CH2:9][CH2:10][CH2:11][CH3:12].CC1(C)O[O:36]1>>[C:1]([O:14][CH:15]1[CH2:20][CH:19]([C:21]2[CH:26]=[CH:25][CH:24]=[CH:23][CH:22]=2)[N:18]([OH:36])[CH:17]([C:27]2[CH:28]=[CH:29][CH:30]=[CH:31][CH:32]=2)[CH:16]1[CH3:33])(=[O:13])[CH2:2][CH2:3][CH2:4][CH2:5][CH2:6][CH2:7][CH2:8][CH2:9][CH2:10][CH2:11][CH3:12]. Procedure: The general procedure of Example 2 is repeated using 11.5 g (25.5 mmol) of 2,6-diphenyl-3-methylpiperidin-4-yl laurate and 570 mL (25.5 mmol) of dimethyldioxirane (0.045M in acetone). 11.8 g (99% yield) of the title compound is isolated: mp 84°-91° C.